Dataset: the Open Reaction Database (ORD), a public repository of structured organic reaction records. Task: describe an organic reaction: reactants, conditions, products, and yield The reactants are Cl.OCC=1N=CNC1C (4-hydroxymethyl-5-methylimidazole hydrochloride), Cl.NCCS (cysteamine hydrochloride). The solvent is C(C)(=O)O (acetic acid). The product is Cl.Cl.CC=1N=CNC1CSCCN (4-methyl-5-[(2-aminoethyl)thiomethyl]imidazole dihydrochloride). Isolated yield 184.6%. RXN SMILES: [ClH:1].O[CH2:3][C:4]1[N:5]=[CH:6][NH:7][C:8]=1[CH3:9].Cl.[NH2:11][CH2:12][CH2:13][SH:14]>C(O)(=O)C>[ClH:1].[ClH:1].[CH3:9][C:8]1[N:7]=[CH:6][NH:5][C:4]=1[CH2:3][S:14][CH2:13][CH2:12][NH2:11] |f:0.1,2.3,5.6.7|. Reported procedure: (i)(a) A solution of 4-hydroxymethyl-5-methylimidazole hydrochloride (30.0 g.) and cysteamine hydrochloride (23.0 g.) in acetic acid (200 ml.) was heated under reflux for 10 hours. Following cooling to 15°-20°, the solid which crystallised was collected and washed with isopropyl alcohol to give 4-methyl-5-[(2-aminoethyl)thiomethyl]imidazole dihydrochloride (45.5 g.), m.p. 189°-192°. Reactants: N[C@H]1CN(CC1)CCCOC1=CC=C(C=C1)C1=CC=C(C=C1)C#N (4′-{3-[(3R)-3-Aminopyrrolidinyl]propoxy}[1,1′-biphenyl]-4-carbonitrile), N1(CCCC1)NC(OC(C)(C)C)=O (tert-butyl pyrrolidinylcarbamate). The product is C(#N)C1=CC=C(C=C1)C1=CC=C(C=C1)OCCCN1CC(CC1)NC(OC(C)(C)C)=O (Tert-butyl 1-{3-[(4′-cyano[1,1′-biphenyl]-4-yl)oxy]propyl}-3-pyrrolidinylcarbamate). As a reaction SMILES: [NH2:1][C@@H:2]1[CH2:6][CH2:5][N:4]([CH2:7][CH2:8][CH2:9][O:10][C:11]2[CH:16]=[CH:15][C:14]([C:17]3[CH:22]=[CH:21][C:20]([C:23]#[N:24])=[CH:19][CH:18]=3)=[CH:13][CH:12]=2)[CH2:3]1.N1(N[C:31](=[O:37])[O:32][C:33]([CH3:36])([CH3:35])[CH3:34])CCCC1>>[C:23]([C:20]1[CH:19]=[CH:18][C:17]([C:14]2[CH:15]=[CH:16][C:11]([O:10][CH2:9][CH2:8][CH2:7][N:4]3[CH2:5][CH2:6][CH:2]([NH:1][C:31](=[O:37])[O:32][C:33]([CH3:36])([CH3:35])[CH3:34])[CH2:3]3)=[CH:12][CH:13]=2)=[CH:22][CH:21]=1)#[N:24]. Reported procedure: 4′-{3-[(3R)-3-Aminopyrrolidinyl]propoxy}[1,1′-biphenyl]-4-carbonitrile and tert-butyl pyrrolidinylcarbamate were processed as described in Examples 9A-9C to provide the title compound. Product: CNC(C)C1=CC=C(C=C1)C(C)C (N-methyl-1-(4-isopropylphenyl) ethylamine). Procedure: A suspension of 1-(4-isopropylphenyl) ethylamine (81 g) was stirred vigorously in a solution of sodium hydroxide (50 g) in water (250 ml) at room temperature. Dimethyl sulphate (64 g) was added dropwise to the stirred suspension over a period of 1 hour. The suspension was stored in a refrigerator overnight and three layers were formed. The top layer of organic material was extracted with ether and the ether solution was separated and dried over anhydrous magnesium sulphate. The ether was evapora... Reactants: C(C)(C)C1=CC=C(C=C1)C(C)N (1-(4-isopropylphenyl) ethylamine), [OH-].[Na+] (sodium hydroxide), S(=O)(=O)(OC)OC (Dimethyl sulphate). Run in O (water). The yield is 69.4%. Reaction SMILES: [CH:1]([C:4]1[CH:9]=[CH:8][C:7]([CH:10]([NH2:12])[CH3:11])=[CH:6][CH:5]=1)([CH3:3])[CH3:2].[OH-].[Na+].S(OC)(O[CH3:19])(=O)=O>O>[CH3:19][NH:12][CH:10]([C:7]1[CH:8]=[CH:9][C:4]([CH:1]([CH3:3])[CH3:2])=[CH:5][CH:6]=1)[CH3:11] |f:1.2|. Reactants: ClC1=CC=C(C=C1)C1=C(C=C(N1)C(=O)OCC)SC(F)F (ethyl 5-(p-chlorophenyl)-4-[(difluoromethyl)thio]pyrrole-2-carboxylate), [OH-].[Na+] (sodium hydroxide), Cl (hydrochloric acid), ice water. Solvent: C(C)O (ethanol), O (water). Product: ClC1=CC=C(C=C1)C1=C(C=C(N1)C(=O)O)SC(F)F (5-(p-Chlorophenyl)-4-[(difluoromethyl)thio]pyrrole-2-carboxylic acid). Isolated yield 104.0%. RXN SMILES: [Cl:1][C:2]1[CH:7]=[CH:6][C:5]([C:8]2[NH:12][C:11]([C:13]([O:15]CC)=[O:14])=[CH:10][C:9]=2[S:18][CH:19]([F:21])[F:20])=[CH:4][CH:3]=1.[OH-].[Na+].Cl>C(O)C.O>[Cl:1][C:2]1[CH:3]=[CH:4][C:5]([C:8]2[NH:12][C:11]([C:13]([OH:15])=[O:14])=[CH:10][C:9]=2[S:18][CH:19]([F:21])[F:20])=[CH:6][CH:7]=1 |f:1.2|. Reported procedure: A solution of ethyl 5-(p-chlorophenyl)-4-[(difluoromethyl)thio]pyrrole-2-carboxylate (166 mg, 0.5 mmol) in ethanol is treated under nitrogen with a solution of sodium hydroxide (100 mg, 2.5 mmol) in water. The reaction mixture is refluxed for three hours, poured into ice-water, treated with hydrochloric acid and extracted with ethyl acetate. The combined organic extracts are washed with water and brine, dried over anhydrous sodium sulfate and concentrated in vacuo to obtain the title product as ...